Task: describe an organic reaction: reactants, conditions, products, and yield. Dataset: the Open Reaction Database (ORD), a public repository of structured organic reaction records Reactants: IC1=CC=C(C(=O)OC)C=C1 (methyl 4-iodobenzoate), palladium(0)tetrakis(triphenylphosphine), solution, O1C=NC=C1 (oxazole), C(CCC)[Li] (n-butyl lithium), solution. The reagents and catalysts are [Cl-].[Zn+2].[Cl-] (zinc chloride). The solvent is C(C)OCC (diethyl ether), O1CCCC1 (tetrahydrofuran), hexanes. Run at temperature 0 celsius, time 30 minute. Product: O1C(=NC=C1)C1=CC=C(C(=O)OC)C=C1 (Methyl 4-(1,3-oxazol-2-yl)benzoate). Reaction SMILES: [O:1]1[CH:5]=[CH:4][N:3]=[CH:2]1.C([Li])CCC.I[C:12]1[CH:21]=[CH:20][C:15]([C:16]([O:18][CH3:19])=[O:17])=[CH:14][CH:13]=1>O1CCCC1.C(OCC)C.[Cl-].[Zn+2].[Cl-]>[O:1]1[CH:5]=[CH:4][N:3]=[C:2]1[C:12]1[CH:21]=[CH:20][C:15]([C:16]([O:18][CH3:19])=[O:17])=[CH:14][CH:13]=1 |f:5.6.7|. Procedure: To a −70° C., stirred solution of oxazole (190 μL, 3.8 mmol) in tetrahydrofuran (10 mL) is added n-butyl lithium (2.6 mL of a 1.6 M solution in hexanes, 4.2 mmol). After 30 min, zinc chloride (11.5 mL of a 1.0 M solution in diethyl ether, 11.5 mmol) is added. The reaction mixture is warmed to 0° C. and methyl 4-iodobenzoate (1 g, 3.8 mmol) and palladium(0)tetrakis(triphenylphosphine) (530 mg, 0.4 mmol) are added. The reaction mixture is heated at 70° C. for 20 h under argon, cooled to room tempe...